This data is from the Open Reaction Database (ORD), a public repository of structured organic reaction records. The task is: describe an organic reaction: reactants, conditions, products, and yield Reactants: C(C)(=O)O[C@H]1CC2=CC[C@H]3[C@@H]4CC[C@H]([C@@H](CCCC(C)C)C)[C@]4(CC[C@@H]3[C@]2(CC1)C)C (3α-acetoxycholest-5-ene), O1[C@@]23[C@H]1C[C@H]1[C@@H]4CC[C@H]([C@@H](CCCC(C)C)C)[C@]4(CC[C@@H]1[C@]3(CC[C@H](C2)OC(C)=O)C)C (5β,6β-epoxy-3α-acetoxycholestane). Yields the product O1[C@@]23[C@H]1C[C@H]1[C@@H]4CC[C@H]([C@@H](CCCC(C)C)C)[C@]4(CC[C@@H]1[C@]3(CC[C@@H](C2)OC(C)=O)C)C (5β,6β-Epoxy-3β-acetoxycholestane). RXN SMILES: C(O[C@@H]1CC[C@@]2(C)C(=CC[C@@H]3[C@@H]2CC[C@@]2(C)[C@H]3CC[C@@H]2[C@H](C)CCCC(C)C)C1)(=O)C.[O:32]1[C@@H:34]2[CH2:35][C@@H:36]3[C@@H:52]([C@@:53]4([CH3:62])[CH2:54][CH2:55][C@@H:56]([O:58][C:59](=[O:61])[CH3:60])[CH2:57][C@@:33]124)[CH2:51][CH2:50][C@@:49]1([CH3:63])[C@H:37]3[CH2:38][CH2:39][C@@H:40]1[C@H:41]([CH3:48])[CH2:42][CH2:43][CH2:44][CH:45]([CH3:47])[CH3:46]>>[O:32]1[C@@H:34]2[CH2:35][C@@H:36]3[C@@H:52]([C@@:53]4([CH3:62])[CH2:54][CH2:55][C@H:56]([O:58][C:59](=[O:61])[CH3:60])[CH2:57][C@@:33]124)[CH2:51][CH2:50][C@@:49]1([CH3:63])[C@H:37]3[CH2:38][CH2:39][C@@H:40]1[C@H:41]([CH3:48])[CH2:42][CH2:43][CH2:44][CH:45]([CH3:47])[CH3:46]. Procedure: Following the procedure of Example 3 above, 3α-acetoxycholest-5-ene was epoxidized to 5β,6β-epoxy-3α-acetoxycholestane. Reported procedure: To a solution of trans-(4-tert-butoxycarbonylamino-cyclohexyl)-acetic acid ethyl ester (1.04 g, 4 mmol), in toluene (10 mL) at −78° C. a 1.2 M solution of diisobutylaluminium hydride (DIBAL-H) (5.1 mL, 6 mmol) in toluene was added. The mixture was stirred at −78° C. until TLC after 0.5 h indicated completion of the reaction. Water was added and the solution was extracted three times with dichloromethane. The combined organic layers were washed with water and brine, dried over magnesium sulfate, ... Run in C1(=CC=CC=C1)C (toluene), C1(=CC=CC=C1)C (toluene). The product is C(C)(C)(C)OC(N[C@@H]1CC[C@H](CC1)CC=O)=O (trans-[4-(2-Oxo-ethyl)-cyclohexyl]-carbamic acid tert-butyl ester). Reaction SMILES: C([O:3][C:4](=O)[CH2:5][C@H:6]1[CH2:11][CH2:10][C@H:9]([NH:12][C:13]([O:15][C:16]([CH3:19])([CH3:18])[CH3:17])=[O:14])[CH2:8][CH2:7]1)C.[H-].C([Al+]CC(C)C)C(C)C.O>C1(C)C=CC=CC=1>[C:16]([O:15][C:13](=[O:14])[NH:12][C@H:9]1[CH2:8][CH2:7][C@H:6]([CH2:5][CH:4]=[O:3])[CH2:11][CH2:10]1)([CH3:19])([CH3:17])[CH3:18] |f:1.2|. Starting materials: O (Water), C(C)OC(C[C@@H]1CC[C@H](CC1)NC(=O)OC(C)(C)C)=O (trans-(4-tert-butoxycarbonylamino-cyclohexyl)-acetic acid ethyl ester), solution, [H-].C(C(C)C)[Al+]CC(C)C (diisobutylaluminium hydride). Reaction conditions: temperature -78 celsius, time 0.5 hour. Run in CS(=O)C (DMSO), O1CCOCC1 (dioxane). Procedure: Aryl iodide 35 (Example 290, 50 mg, 0.11 mmol) and 3-fluoro-2-hydroxypyridine (38 mg, 0.33 mmol) were dissolved in 1.0 mL dry dioxane and 0.3 mL dry DMSO in a sealed tube. To it were added N,N′-dimethylethylenediamine (8 μL, 0.066 mmol), CuI (11 mg, 0.055 mmol) and K3PO4 (48 mg, 0.22 mmol) in order. The mixture was stirred and heated in 120° C. bath for overnight. The mixture was filtered and directly subjected to reverse phase preparative HPLC to isolate the title compound as a white powder aft... Conditions: temperature 120 celsius. The product is ClC1=CC=C(S1)C(=O)NCC=1N=NN(C1)C1=CC=C(C=C1)N1C(C(=CC=C1)F)=O (5-Chloro-N-((1-(4-(3-fluoro-2-oxopyridin-1(2H)-yl)phenyl)-1H-1,2,3-triazol-4-yl)methyl)thiophene-2-carboxamide). As a reaction SMILES: [Cl:1][C:2]1[S:6][C:5]([C:7]([NH:9][CH2:10][C:11]2[N:12]=[N:13][N:14]([C:16]3[CH:21]=[CH:20][C:19]([N:22]4[CH:27]=[CH:26][CH:25]=[CH:24][C:23]4=[O:28])=[CH:18][CH:17]=3)[CH:15]=2)=[O:8])=[CH:4][CH:3]=1.[F:29]C1C(O)=NC=CC=1.CNCCNC.[O-]P([O-])([O-])=O.[K+].[K+].[K+]>O1CCOCC1.[Cu]I.CS(C)=O>[Cl:1][C:2]1[S:6][C:5]([C:7]([NH:9][CH2:10][C:11]2[N:12]=[N:13][N:14]([C:16]3[CH:21]=[CH:20][C:19]([N:22]4[CH:27]=[CH:26][CH:25]=[C:24]([F:29])[C:23]4=[O:28])=[CH:18][CH:17]=3)[CH:15]=2)=[O:8])=[CH:4][CH:3]=1 |f:3.4.5.6|. Reagents/catalysts: [Cu]I (CuI). Reactants: ClC1=CC=C(S1)C(=O)NCC=1N=NN(C1)C1=CC=C(C=C1)N1C(C=CC=C1)=O (5-Chloro-N-((1-(4-(2-oxopyridin-1(2H)-yl)phenyl)-1H-1,2,3-triazol-4-yl)methyl)thiophene-2-carboxamide), FC=1C(=NC=CC1)O (3-fluoro-2-hydroxypyridine), CNCCNC (N,N′-dimethylethylenediamine), [O-]P(=O)([O-])[O-].[K+].[K+].[K+] (K3PO4). The reactants are CS(=O)(=O)Cl, ClCCl, COc1ccc(CCN2C(=O)N(N)CC2c2ccc(OC)cc2)cc1, c1ccncc1. Product: COc1ccc(CCN2C(=O)N(NS(C)(=O)=O)CC2c2ccc(OC)cc2)cc1. As a reaction SMILES: [CH3:32][S:33]([Cl:34])(=[O:35])=[O:36].[Cl:37][CH2:38][Cl:39].[NH2:1][N:2]1[C:3](=[O:25])[N:4]([CH2:15][CH2:16][c:17]2[cH:18][cH:19][c:20]([O:23][CH3:24])[cH:21][cH:22]2)[CH:5]([c:7]2[cH:8][cH:9][c:10]([O:13][CH3:14])[cH:11][cH:12]2)[CH2:6]1.[cH:26]1[cH:27][cH:28][n:29][cH:30][cH:31]1>>[NH:1]([N:2]1[C:3](=[O:25])[N:4]([CH2:15][CH2:16][c:17]2[cH:18][cH:19][c:20]([O:23][CH3:24])[cH:21][cH:22]2)[CH:5]([c:7]2[cH:8][cH:9][c:10]([O:13][CH3:14])[cH:11][cH:12]2)[CH2:6]1)[S:33]([CH3:32])(=[O:35])=[O:36]. Reactants: CCOC(=O)CBr, O=Cc1c[nH]c2ccccc12, [H-], [Na+], CN(C)C=O. The product is CCOC(=O)Cc1[nH]c2ccccc2c1C=O. RXN SMILES: [Br:14][CH2:15][C:16](=[O:17])[O:18][CH2:19][CH3:20].[CH:1](=[O:2])[c:3]1[cH:4][nH:5][c:6]2[cH:7][cH:8][cH:9][cH:10][c:11]12.[H-:13].[Na+:12].[O:21]=[CH:22][N:23]([CH3:24])[CH3:25]>>[CH:1](=[O:2])[c:3]1[c:4]([CH2:15][C:16](=[O:17])[O:18][CH2:19][CH3:20])[nH:5][c:6]2[cH:7][cH:8][cH:9][cH:10][c:11]12. Reactants: C(C)(=O)OCC (ethyl acetate), C(C)(C)(C)C=1C=C(C(=C(C1)C(C)=O)O)C (1-(5-tert.butyl-3-methyl-hydroxyphenyl)-ethanone), Br (hydrogen bromide). The reagents and catalysts are [Cu](Br)Br (copper(II) bromide). Solvent: C(Cl)(Cl)Cl (chloroform). Yields the product BrCC(=O)C1=CC(=C(C(=C1)C(C)(C)C)O)C (2-Bromo-1-(5-tert.butyl-3-methyl-4-hydroxyphenyl)ethanone). Reaction SMILES: [C:1]([C:5]1[CH:6]=[C:7]([CH3:15])[C:8](O)=[C:9]([C:11](=[O:13])[CH3:12])[CH:10]=1)([CH3:4])([CH3:3])[CH3:2].C(OCC)(=[O:18])C.[BrH:22]>C(Cl)(Cl)Cl.[Cu](Br)Br>[Br:22][CH2:12][C:11]([C:9]1[CH:10]=[C:5]([C:1]([CH3:4])([CH3:3])[CH3:2])[C:6]([OH:18])=[C:7]([CH3:15])[CH:8]=1)=[O:13]. Reported procedure: A solution of 82.5 g (0.4 mol) of 1-(5-tert.butyl-3-methyl-hydroxyphenyl)-ethanone in 360 ml of chloroform was added dropwise while stirring to a suspension, heated to boiling, of 179 g (0.8 mol) of copper(II) bromide in 360 ml f ethyl acetate. The mixture was subsequently refluxed for 4 hours until the evolution of hydrogen bromide was complete. After the mixture had been cooled to room temperature, the copper salts were filtered off under suction, the filter residue was washed repeatedly with ...